Dataset: the Open Reaction Database (ORD), a public repository of structured organic reaction records. Task: describe an organic reaction: reactants, conditions, products, and yield Starting materials: ClC1=CC(=NC=C1)C1CC(OC2=C1C=C(C=C2)C#N)(C)C (4-(4-chloro-2-pyridyl)-3,4-dihydro-2,2-dimethyl-2H-1-benzopyran-6-carbonitrile), ClC1=CC(=CC=C1)C(=O)OO (m-chloroperbenzoic acid). Run in ClCCl (dichloromethane). Run at time 3 day. Product: ClC1=CC(=[N+](C=C1)[O-])C1CC(OC2=C1C=C(C=C2)C#N)(C)C (4-chloro-2-(6-cyano-3,4-dihydro-2,2-dimethyl-2H-1-benzopyran-4-yl)pyridine N-oxide). Yield: 24.0%. Reaction SMILES: [Cl:1][C:2]1[CH:7]=[CH:6][N:5]=[C:4]([CH:8]2[C:13]3[CH:14]=[C:15]([C:18]#[N:19])[CH:16]=[CH:17][C:12]=3[O:11][C:10]([CH3:21])([CH3:20])[CH2:9]2)[CH:3]=1.ClC1C=CC=C(C(OO)=[O:30])C=1>ClCCl>[Cl:1][C:2]1[CH:7]=[CH:6][N+:5]([O-:30])=[C:4]([CH:8]2[C:13]3[CH:14]=[C:15]([C:18]#[N:19])[CH:16]=[CH:17][C:12]=3[O:11][C:10]([CH3:21])([CH3:20])[CH2:9]2)[CH:3]=1. Procedure: 79 mg of 4-(4-chloro-2-pyridyl)-3,4-dihydro-2,2-dimethyl-2H-1-benzopyran-6-carbonitrile were dissolved in 10 ml of dichloromethane and 70 mg of m-chloroperbenzoic acid were added. The mixture was stirred at room temperature for 3 days, then washed in succession with sodium bisulphite solution, sodium bicarbonate solution and water, dried over sodium sulphate and evaporated. The residue was chromatographed on silica gel using 1% (v/v) methanol/ethyl acetate for the elution to give, after triturat... Reactants: FC=1C(NC(N([C@H]2C[C@H](O)[C@@H](COC(C3=CC=CC=C3)(C3=CC=CC=C3)C3=CC=CC=C3)O2)C1)=O)=O (2'-deoxy-5-fluoro-5'-O-trityluridine), C(C1=CC=CC=C1)Br (benzyl bromide), [OH-].[K+] (potassium hydroxide), C1=CC=CC=C1 (benzene). Run in O1CCOCC1 (dioxane). Conditions: time 2 hour. Yields the product C(C1=CC=CC=C1)O[C@H]1C[C@@H](O[C@@H]1CO)N1C(=O)NC(=O)C(=C1)F (3'-O-benzyl-2'-deoxy-5-fluorouridine). Isolated yield 20.0%. Reaction SMILES: C1C=CC=CC=1.[F:7][C:8]1[C:9](=[O:42])[NH:10][C:11](=[O:41])[N:12]([CH:40]=1)[C@@H:13]1[O:39][C@H:17]([CH2:18][O:19]C(C2C=CC=CC=2)(C2C=CC=CC=2)C2C=CC=CC=2)[C@@H:15]([OH:16])[CH2:14]1.[CH2:43](Br)[C:44]1[CH:49]=[CH:48][CH:47]=[CH:46][CH:45]=1.[OH-].[K+]>O1CCOCC1>[CH2:43]([O:16][C@@H:15]1[C@@H:17]([CH2:18][OH:19])[O:39][C@@H:13]([N:12]2[CH:40]=[C:8]([F:7])[C:9](=[O:42])[NH:10][C:11]2=[O:41])[CH2:14]1)[C:44]1[CH:49]=[CH:48][CH:47]=[CH:46][CH:45]=1 |f:3.4|. Procedure details: To a mixture of 50 ml of benzene and 50 ml of dioxane were added 1.00 g of 2'-deoxy-5-fluoro-5'-O-trityluridine, 0.30 ml of benzyl bromide and 0.23 g of potassium hydroxide powder, and the mixture was refluxed for 25 hours. The insolubles were removed by filtration and the filtrate was concentrated and the concentrate was dissolved in 5 ml of 80% acetic acid. The solution was left to stand at 80° C. for 2 hours. The solvent was distilled off and the residue was placed on a silica gel column to c... The reactants are F[B-](F)(F)F.C(C)[O+](CC)CC (triethyloxonium tetrafluoroborate), CC1=CNC(N1C1=CC(=CC=C1)C(F)(F)F)=O (5-methyl-1-[3-(trifluoromethyl)phenyl]-1,3-dihydro-2H-imidazol-2-one), [OH-].[Na+] (sodium hydroxide), O (water). The solvent is C(Cl)Cl (DCM), C(Cl)Cl (DCM). Conditions: time 2.5 hour. The product is C(C)OC=1N(C(=CN1)C)C1=CC(=CC=C1)C(F)(F)F (2-Ethoxy-5-methyl-1-[3-(trifluoromethyl)phenyl]-1H-imidazole). The yield is 79.2%. As a reaction SMILES: F[B-](F)(F)F.C([O+:8]([CH2:11][CH3:12])[CH2:9]C)C.[CH3:13][C:14]1[N:18]([C:19]2[CH:24]=[CH:23][CH:22]=[C:21]([C:25]([F:28])([F:27])[F:26])[CH:20]=2)C(=O)[NH:16][CH:15]=1.O.[OH-].[Na+]>C(Cl)Cl>[CH2:11]([O:8][C:9]1[N:18]([C:19]2[CH:24]=[CH:23][CH:22]=[C:21]([C:25]([F:26])([F:27])[F:28])[CH:20]=2)[C:14]([CH3:13])=[CH:15][N:16]=1)[CH3:12] |f:0.1,4.5|. Procedure details: A solution of triethyloxonium tetrafluoroborate (9.0 g, 47 mmol) in DCM (62 mL) was added to a stirred solution of 5-methyl-1-[3-(trifluoromethyl)phenyl]-1,3-dihydro-2H-imidazol-2-one (9.0 g, 37 mmol) in DCM (124 mL) under a nitrogen atmosphere. The solution was stirred at RT for 2.5 h then treated with water (50 mL) then 1 M sodium hydroxide (50 mL). The phases were partitioned. The aqueous phase was washed with DCM (2×50 mL). The combined organic phase was dried (sodium sulfate). The solution ... Run at time 45 minute. The reactants are CCN(CC)P1(=NC(C)(C)C)N(CCCN1C)C (BEMP), COC(CC1=C(NC2=NC=CC=C21)C)=O ((2-methyl-1H-pyrrolo[2,3-b]pyridin-3-yl)-acetic acid methyl ester), [OH-].[Na+] (NaOH), CC1=CC=C(C=C1)S(=O)(=O)Cl (4-methyl-benzenesulfonyl chloride), Cl (HCl). The product is CC1=C(C=2C(=NC=CC2)N1S(=O)(=O)C1=CC=C(C=C1)C)CC(=O)O ([2-methyl-1-(toluene-4-sulfonyl)-1H-pyrrolo[2,3-b]pyridin-3-yl]-acetic acid). Procedure: A solution of BEMP (90 μL, 0.31 mmol) in DMF (400 μL) is added to a solution of (2-methyl-1H-pyrrolo[2,3-b]pyridin-3-yl)-acetic acid methyl ester (40 mg, 0.20 mmol) in DMF (400 μL). After 40-50 minutes, a solution of 4-methyl-benzenesulfonyl chloride (60 mg, 0.31 mmol) in DMF (400 μL) is added. After a further 30 minutes, 1M aqueous NaOH (800 μL) is added, and the reaction is shaken mechanically for 105 minutes, then 1M aqueous HCl (800 μL) is added. The reaction is partitioned between water and... As a reaction SMILES: CCN(P1(N(C)CCCN1C)=NC(C)(C)C)CC.C[O:20][C:21](=[O:33])[CH2:22][C:23]1[C:31]2[C:26](=[N:27][CH:28]=[CH:29][CH:30]=2)[NH:25][C:24]=1[CH3:32].[CH3:34][C:35]1[CH:40]=[CH:39][C:38]([S:41](Cl)(=[O:43])=[O:42])=[CH:37][CH:36]=1.[OH-].[Na+].Cl>CN(C=O)C>[CH3:32][C:24]1[N:25]([S:41]([C:38]2[CH:39]=[CH:40][C:35]([CH3:34])=[CH:36][CH:37]=2)(=[O:43])=[O:42])[C:26]2=[N:27][CH:28]=[CH:29][CH:30]=[C:31]2[C:23]=1[CH2:22][C:21]([OH:20])=[O:33] |f:3.4|. Run in CN(C)C=O (DMF), CN(C)C=O (DMF), CN(C)C=O (DMF). Reactants: OC1=CC=C(C=C1)CC(=O)OC (methyl p-hydroxyphenylacetate), BrCCCCl (3-bromo-1-chloropropane), C([O-])([O-])=O.[K+].[K+] (potassium carbonate). Solvent: CC(=O)C (acetone). Product: COC(CC1=CC=C(C=C1)OCCCCl)=O (Methyl[p-(3-chloropropoxy)phenyl]acetate). As a reaction SMILES: [OH:1][C:2]1[CH:7]=[CH:6][C:5]([CH2:8][C:9]([O:11][CH3:12])=[O:10])=[CH:4][CH:3]=1.Br[CH2:14][CH2:15][CH2:16][Cl:17].C(=O)([O-])[O-].[K+].[K+]>CC(C)=O>[CH3:12][O:11][C:9](=[O:10])[CH2:8][C:5]1[CH:4]=[CH:3][C:2]([O:1][CH2:14][CH2:15][CH2:16][Cl:17])=[CH:7][CH:6]=1 |f:2.3.4|. Procedure: A mixture of 47.4 g of methyl p-hydroxyphenylacetate, 28.5 ml of 3-bromo-1-chloropropane, 38.6 g of potassium carbonate and 700 ml of acetone is stirred and refluxed for 24 hours. The mixture is chilled, filtered and the solvent removed under reduced pressure. Distillation of the residue gives 52.1 g of colorless oil, bp 144°-146° C. at 0.25mm.